This data is from the Open Reaction Database (ORD), a public repository of structured organic reaction records. The task is: describe an organic reaction: reactants, conditions, products, and yield Reactants: BrC(C(=O)C1=C(C(=C(C=C1)OC)Cl)Cl)(CC)C (2-bromo-2-methyl-2',3'-dichloro-4'-methoxybutyrophenone), [Br-].[Li+] (lithium bromide). Run in CN(C)C=O (DMF). Yields the product C(C)=C(C(=O)C1=C(C(=C(C=C1)OC)Cl)Cl)C (2-ethylidene-2',3'-dichloro-4'-methoxypropiophenone). RXN SMILES: Br[C:2]([CH3:17])([CH2:15][CH3:16])[C:3]([C:5]1[CH:10]=[CH:9][C:8]([O:11][CH3:12])=[C:7]([Cl:13])[C:6]=1[Cl:14])=[O:4].[Br-].[Li+]>CN(C=O)C>[CH:15](=[C:2]([CH3:17])[C:3]([C:5]1[CH:10]=[CH:9][C:8]([O:11][CH3:12])=[C:7]([Cl:13])[C:6]=1[Cl:14])=[O:4])[CH3:16] |f:1.2|. Procedure details: By following the procedure described in Example 5, Step C, using as the reactants 2-bromo-2-methyl-2',3'-dichloro-4'-methoxybutyrophenone (34 g., 0.1 mole), lithium bromide (17.4 g., 0.2 mole) and DMF (200 ml.), there is obtained 2-ethylidene-2',3'-dichloro-4'-methoxypropiophenone.